This data is from the Open Reaction Database (ORD), a public repository of structured organic reaction records. The task is: describe an organic reaction: reactants, conditions, products, and yield Reactants: CS(C)=O, CO, N#Cc1ccc2c(c1)-c1sc(-c3nncn3-c3ccc(F)cc3Cl)cc1CCO2, [K+], [K+], O=C([O-])[O-], OO. Product: NC(=O)c1ccc2c(c1)-c1sc(-c3nncn3-c3ccc(F)cc3Cl)cc1CCO2. Reaction SMILES: [CH3:38][S:39]([CH3:40])=[O:41].[CH3:42][OH:43].[Cl:1][c:2]1[c:3](-[n:9]2[c:10](-[c:14]3[cH:15][c:16]4[c:22]([s:23]3)-[c:21]3[c:20]([cH:27][cH:26][c:25]([C:28]#[N:29])[cH:24]3)[O:19][CH2:18][CH2:17]4)[n:11][n:12][cH:13]2)[cH:4][cH:5][c:6]([F:8])[cH:7]1.[K+:30].[K+:31].[O-:32][C:33]([O-:34])=[O:35].[OH:36][OH:37]>>[Cl:1][c:2]1[c:3](-[n:9]2[c:10](-[c:14]3[cH:15][c:16]4[c:22]([s:23]3)-[c:21]3[c:20]([cH:27][cH:26][c:25]([C:28]([NH2:29])=[O:32])[cH:24]3)[O:19][CH2:18][CH2:17]4)[n:11][n:12][cH:13]2)[cH:4][cH:5][c:6]([F:8])[cH:7]1. Reactants: c1ccc(CC2CCCN2)cc1, O=C(O)c1cnoc1-c1ccccc1Cl. The product is O=C(c1cnoc1-c1ccccc1Cl)N1CCCC1Cc1ccccc1. Reaction SMILES: [CH2:16]([c:17]1[cH:18][cH:19][cH:20][cH:21][cH:22]1)[CH:23]1[NH:24][CH2:25][CH2:26][CH2:27]1.[Cl:1][c:2]1[c:3](-[c:8]2[c:9]([C:13](=[O:14])[OH:15])[cH:10][n:11][o:12]2)[cH:4][cH:5][cH:6][cH:7]1>>[Cl:1][c:2]1[c:3](-[c:8]2[c:9]([C:13](=[O:15])[N:24]3[CH:23]([CH2:16][c:17]4[cH:18][cH:19][cH:20][cH:21][cH:22]4)[CH2:27][CH2:26][CH2:25]3)[cH:10][n:11][o:12]2)[cH:4][cH:5][cH:6][cH:7]1. The reactants are C(C1=CC=CC=C1)N1CC2CC3=C(C2C1)SC(=C3Br)Br (2-Benzyl-5,6-dibromo-1,2,3,3a,7,7a-hexahydro-4-thia-2-aza-cyclopenta[α]pentalene), C(=O)([O-])[O-].[K+].[K+] (K2CO3), ClC(=O)OC(C)Cl (1-chloroethyl chloroformate). Run in ClC(C)Cl (dichloroethane), CO (MeOH). Conditions: temperature 22 celsius, time 1 hour. Product: BrC1=C(C2=C(C3CNCC3C2)S1)Br (5,6-Dibromo-1,2,3,3a,7,7a-hexahydro-4-thia-2-aza-cyclopenta[α]pentalene). Reaction SMILES: C([N:8]1[CH2:15][CH:14]2[CH:10]([CH2:11][C:12]3[C:18]([Br:19])=[C:17]([Br:20])[S:16][C:13]=32)[CH2:9]1)C1C=CC=CC=1.C([O-])([O-])=O.[K+].[K+].ClC(OC(Cl)C)=O>ClC(Cl)C.CO>[Br:20][C:17]1[S:16][C:13]2[CH:14]3[CH:10]([CH2:11][C:12]=2[C:18]=1[Br:19])[CH2:9][NH:8][CH2:15]3 |f:1.2.3|. Reported procedure: The product from step g) (605 mg, 1.46 mmol) in dichloroethane (7 ml) was treated with powdered K2CO3 (806 mg, 5.84 mmol) and 1-chloroethyl chloroformate (Ace-Cl) (632 μl, 5.84 mmol) at 80° C. for 16 hours. Next, the reaction was cooled, filtered and concentrated providing an oily residue. This oily residue was diluted with anhydrous MeOH (15 ml) and stirred for 1 hour at 22° C. The solvent was concentrated and the crude residue was purified by preparative LC/MS providing title compound. 1H NMR ... Reactants: CC(Br)c1ccccc1, Cc1cc(C#N)cc(C)c1Oc1nc(NC2CCNCC2)ncc1Br, CC#N, O=C(O)C(F)(F)F. Product: Cc1cc(C#N)cc(C)c1Oc1nc(NC2CCN(C(C)c3ccccc3)CC2)ncc1Br. Reaction SMILES: [Br:33][CH:34]([CH3:35])[c:36]1[cH:37][cH:38][cH:39][cH:40][cH:41]1.[Br:8][c:9]1[c:10]([O:22][c:23]2[c:24]([CH3:32])[cH:25][c:26]([C:27]#[N:28])[cH:29][c:30]2[CH3:31])[n:11][c:12]([NH:15][CH:16]2[CH2:17][CH2:18][NH:19][CH2:20][CH2:21]2)[n:13][cH:14]1.[CH3:42][C:43]#[N:44].[F:1][C:2]([F:3])([F:4])[C:5]([OH:6])=[O:7]>>[Br:8][c:9]1[c:10]([O:22][c:23]2[c:24]([CH3:32])[cH:25][c:26]([C:27]#[N:28])[cH:29][c:30]2[CH3:31])[n:11][c:12]([NH:15][CH:16]2[CH2:17][CH2:18][N:19]([CH:34]([CH3:35])[c:36]3[cH:37][cH:38][cH:39][cH:40][cH:41]3)[CH2:20][CH2:21]2)[n:13][cH:14]1.